From a dataset of the Open Reaction Database (ORD), a public repository of structured organic reaction records. describe an organic reaction: reactants, conditions, products, and yield Starting materials: NCCC=1N(C2=CC=C(C=C2C1CCOC1=CC=C(C(=O)OC)C=C1)Cl)C(C1=CC=CC=C1)C1=CC=CC=C1 (methyl 4-{2-[2-(2-aminoethyl)-1-benzhydryl-5-chloro-1H-indol-3-yl]ethoxy}benzoate), FC(S(=O)(=O)Cl)(F)F (trifluoromethylsulfonyl chloride). Product: C(C1=CC=CC=C1)(C1=CC=CC=C1)N1C(=C(C2=CC(=CC=C12)Cl)CCOC1=CC=C(C(=O)O)C=C1)CCNS(=O)(=O)C(F)(F)F (4-{2-[1-benzhydryl-5-chloro-2-(2-{[(trifluoromethyl)sulfonyl]amino}ethyl)-1H-indol-3-yl ]ethoxy}benzoic acid). The yield is 49.0%. As a reaction SMILES: [NH2:1][CH2:2][CH2:3][C:4]1[N:5]([CH:27]([C:34]2[CH:39]=[CH:38][CH:37]=[CH:36][CH:35]=2)[C:28]2[CH:33]=[CH:32][CH:31]=[CH:30][CH:29]=2)[C:6]2[C:11]([C:12]=1[CH2:13][CH2:14][O:15][C:16]1[CH:25]=[CH:24][C:19]([C:20]([O:22]C)=[O:21])=[CH:18][CH:17]=1)=[CH:10][C:9]([Cl:26])=[CH:8][CH:7]=2.[F:40][C:41]([F:47])([F:46])[S:42](Cl)(=[O:44])=[O:43]>>[CH:27]([N:5]1[C:6]2[C:11](=[CH:10][C:9]([Cl:26])=[CH:8][CH:7]=2)[C:12]([CH2:13][CH2:14][O:15][C:16]2[CH:17]=[CH:18][C:19]([C:20]([OH:22])=[O:21])=[CH:24][CH:25]=2)=[C:4]1[CH2:3][CH2:2][NH:1][S:42]([C:41]([F:47])([F:46])[F:40])(=[O:44])=[O:43])([C:28]1[CH:33]=[CH:32][CH:31]=[CH:30][CH:29]=1)[C:34]1[CH:39]=[CH:38][CH:37]=[CH:36][CH:35]=1. Procedure details: To the methyl 4-{2-[2-(2-aminoethyl)-1-benzhydryl-5-chloro-1H-indol-3-yl]ethoxy}benzoate (Step 5, Example 1 )was added trifluoromethylsulfonyl chloride according to the procedure in Example 1 Step 7 to generate the product in 49% yield. Reported procedure: 1-fluoro naphthalene (14.61 g, 100 mmol, Aldrich Chemical) was dissolved in dry THF (50 mL) and cooled to -78° C. Then, a sec-butyl lithium solution (1.3 M in hexane, 100 mL) was added to the mixture over a period of 5 minutes. This mixture was stirred for 20 minutes at -78° C., then trimethylborate (15 mL, 132 mmol, Aldrich Chemical) was added. Stirring was continued at -78° C. for 15 minutes followed by stirring at room temperature for 30 minutes. The reaction was quenched by adding 100 mL of ... Reaction SMILES: [F:1][C:2]1[C:11]2[C:6](=[CH:7][CH:8]=[CH:9][CH:10]=2)[CH:5]=[CH:4][CH:3]=1.C([Li])(CC)C.C[O:18][B:19](OC)[O:20]C>C1COCC1>[F:1][C:2]1[C:11]2[C:6](=[CH:7][CH:8]=[CH:9][CH:10]=2)[CH:5]=[CH:4][C:3]=1[B:19]([OH:20])[OH:18]. Product: FC1=C(C=CC2=CC=CC=C12)B(O)O (1-Fluoronaphth-2-yl Boronic Acid). Yield: 94.7%. The solvent is C1CCOC1 (THF). Reactants: C(C)(CC)[Li] (sec-butyl lithium), FC1=CC=CC2=CC=CC=C12 (1-fluoro naphthalene), COB(OC)OC (trimethylborate). Reaction conditions: temperature -78 celsius, time 20 minute. Starting materials: CC(=O)C1=CC=C(C=C1)OCC=C (4-allyloxyacetophenone), COC1=C(C=O)C=CC(=C1)OC (2,4-dimethoxybenzaldehyde), Cl (hydrogen chloride). Run in C(C)O (ethanol), C(C)O (ethanol). Reaction conditions: time 30 minute. Product: CC(=O)C1=CC=C(C=C1)OC (4-methoxyacetophenone), COC1=C(C=CC(=C1)OC)C=CC(=O)C1=CC=C(C=C1)OCC=C (2,4-di-methoxy-4′-prop-2-enyloxychalcone). Reaction SMILES: [CH3:1][C:2]([C:4]1[CH:9]=[CH:8][C:7]([O:10][CH2:11][CH:12]=[CH2:13])=[CH:6][CH:5]=1)=[O:3].[CH3:14][O:15][C:16]1[CH:23]=[C:22]([O:24][CH3:25])[CH:21]=[CH:20][C:17]=1[CH:18]=O.Cl>C(O)C>[CH3:1][C:2]([C:4]1[CH:9]=[CH:8][C:7]([O:10][CH3:11])=[CH:6][CH:5]=1)=[O:3].[CH3:14][O:15][C:16]1[CH:23]=[C:22]([O:24][CH3:25])[CH:21]=[CH:20][C:17]=1[CH:18]=[CH:1][C:2]([C:4]1[CH:9]=[CH:8][C:7]([O:10][CH2:11][CH:12]=[CH2:13])=[CH:6][CH:5]=1)=[O:3]. Procedure details: 0.88 g of 4-allyloxyacetophenone and 0.42 g of 2,4-dimethoxybenzaldehyde were dissolved in 3.5 ml of ethanol, and to the solution was added ethanol saturated with 3.5 ml of hydrogen chloride. The mixture was left at room temperature for 30 min during which time it turned heavily red. The solution was concentrated in vacuo and the residue chromatographed (column chromatography over silica gel 60 (Merck 0.063-0.200 mm, 100 g), eluent toluene and toluene to which increasing amounts of ethyl acetate... The reactants are N#CN (cyanamide), C(C(=O)Cl)(=O)Cl (oxalyl chloride), C=1(O)C(O)=CC=CC1 (pyrocatechol). The solvent is O1CCOCC1 (dioxane), O1CCOCC1 (dioxane). Run at time 2 hour. The product is N1C2(NC(C1=O)=O)OC1=C(O2)C=CC=C1 (spiro-[1,3-benzodioxol-2,2'-imidazolidine]-4',5'-dione). Reaction SMILES: [N:1]#[C:2][NH2:3].[C:4](Cl)(=[O:8])[C:5](Cl)=[O:6].[C:10]1([C:12](=[CH:14][CH:15]=[CH:16][CH:17]=1)[OH:13])[OH:11]>O1CCOCC1>[NH:1]1[C:5](=[O:6])[C:4](=[O:8])[NH:3][C:2]21[O:13][C:12]1[CH:14]=[CH:15][CH:16]=[CH:17][C:10]=1[O:11]2. Procedure: 0.155 mol (6.5 g) of dehydrated cyanamide were put into 500 ml of anhydrous dioxane and 0.155 mol (19.65 g) of oxalyl chloride were added dropwise at 20° C. After 2 hours' stirring, 0.155 mol (17.1 g) of pyrocatechol, dissolved in 50 ml of dioxane, were added dropwise. The reaction mixture was stirred overnight, suction filtered to remove precipitate and washed with dioxane and water. The solid product was dried and stirred up with about 200 ml of acetone, filtered with Tonsil and evaporated to ... Reactants: BrC=1C=C2C=CC(=CC2=CC1)C1=CN=C(N1)[C@H]1N(CCC1)C([C@@H](C1=CC=CC=C1)NC(OC)=O)=O (Methyl (R)-2-((S)-2-(5-(6-bromonaphthalen-2-yl)-1H-imidazol-2-yl)pyrrolidin-1-yl)-2-oxo-1-phenylethylcarbamate), O1CCOCC1 (1,4-dioxane), CC([C@@H](C(N1[C@@H](SCC1)C=1NC(=CN1)C1=CC=C(C=C1)B1OC(C(O1)(C)C)(C)C)=O)NC(OC)=O)C (methyl (S)-3-methyl-1-oxo-1-((S)-2-(5-(4-(4,4,5,5-tetramethyl-1,3,2-dioxaborolan-2-yl)phenyl)-1H-imidazol-2-yl)thiazolidin-3-yl)butan-2-ylcarbamate), C(=O)([O-])[O-].[K+].[K+] (K2CO3). Reagents/catalysts: C1=CC=C(C=C1)P([C-]2C=CC=C2)C3=CC=CC=C3.C1=CC=C(C=C1)P([C-]2C=CC=C2)C3=CC=CC=C3.Cl[Pd]Cl.[Fe+2] (Pd(dppf)Cl2). Reaction conditions: time 3 hour. Product: COC(N[C@H](C(=O)N1[C@@H](SCC1)C=1NC(=CN1)C1=CC=C(C=C1)C1=CC2=CC=C(C=C2C=C1)C1=CN=C(N1)[C@H]1N(CCC1)C([C@@H](C1=CC=CC=C1)NC(=O)OC)=O)C(C)C)=O ((S)-1-((S)-2-(5-(4-(6-(2-((S)-1-((R)-2-(methoxycarbonylamino)-2-phenylacetyl)pyrrolidin-2-yl)-1H-imidazol-5-yl)naphthalen-2-yl)phenyl)-1H-imidazol-2-yl)thiazolidin-3-yl)-3-methyl-1-oxobutan-2-ylcarbamic acid methyl ester). Reaction SMILES: Br[C:2]1[CH:3]=[C:4]2[C:9](=[CH:10][CH:11]=1)[CH:8]=[C:7]([C:12]1[NH:16][C:15]([C@@H:17]3[CH2:21][CH2:20][CH2:19][N:18]3[C:22](=[O:35])[C@H:23]([NH:30][C:31](=[O:34])[O:32][CH3:33])[C:24]3[CH:29]=[CH:28][CH:27]=[CH:26][CH:25]=3)=[N:14][CH:13]=1)[CH:6]=[CH:5]2.CC(C)[C@H:38]([NH:66][C:67](=[O:70])[O:68][CH3:69])[C:39](=[O:65])[N:40]1[CH2:44][CH2:43][S:42][C@H:41]1[C:45]1[NH:46][C:47]([C:50]2[CH:55]=[CH:54][C:53](B3OC(C)(C)C(C)(C)O3)=[CH:52][CH:51]=2)=[CH:48][N:49]=1.[C:72]([O-])([O-])=O.[K+].[K+].O1[CH2:83][CH2:82]OCC1>C1C=CC(P(C2C=CC=CC=2)[C-]2C=CC=C2)=CC=1.C1C=CC(P(C2C=CC=CC=2)[C-]2C=CC=C2)=CC=1.Cl[Pd]Cl.[Fe+2]>[CH3:69][O:68][C:67](=[O:70])[NH:66][C@@H:38]([CH:82]([CH3:83])[CH3:72])[C:39]([N:40]1[CH2:44][CH2:43][S:42][C@H:41]1[C:45]1[NH:46][C:47]([C:50]2[CH:51]=[CH:52][C:53]([C:2]3[CH:11]=[CH:10][C:9]4[C:4](=[CH:5][CH:6]=[C:7]([C:12]5[NH:16][C:15]([C@@H:17]6[CH2:21][CH2:20][CH2:19][N:18]6[C:22](=[O:35])[C@H:23]([NH:30][C:31]([O:32][CH3:33])=[O:34])[C:24]6[CH:29]=[CH:28][CH:27]=[CH:26][CH:25]=6)=[N:14][CH:13]=5)[CH:8]=4)[CH:3]=3)=[CH:54][CH:55]=2)=[CH:48][N:49]=1)=[O:65] |f:2.3.4,6.7.8.9|. Procedure details: Methyl (R)-2-((S)-2-(5-(6-bromonaphthalen-2-yl)-1H-imidazol-2-yl)pyrrolidin-1-yl)-2-oxo-1-phenylethylcarbamate (155 mg, 0.29 mmol), methyl (S)-3-methyl-1-oxo-1-((S)-2-(5-(4-(4,4,5,5-tetramethyl-1,3,2-dioxaborolan-2-yl)phenyl)-1H-imidazol-2-yl)thiazolidin-3-yl)butan-2-ylcarbamate (195 mg, 0.37 mmol), Pd(dppf)Cl2 (43 mg, 0.058 mmol) and 2M K2CO3 (320 uL, 0.64 mmol) were all dissolved in 1,4-dioxane (1.5 mL) and the mixture was bubbled with nitrogen gas for 5 minutes. The vessel was capped, sealed ... The reactants are CC=1N=CNC1 (4-methylimidazole), FC1=C(C=C(C=O)C=C1)C#N (4-fluoro-3-cyanobenzaldehyde), C(=O)([O-])[O-].[K+].[K+] (K2CO3), [N+](=[N-])=C(C(C)=O)P(OC)(OC)=O (dimethyl (1-diazo-2-oxopropyl)phosphonate). Solvent: C(Cl)Cl (DCM), CO (MeOH), CN(C)C=O (DMF), CCOC(=O)C (EtOAc). Reaction conditions: temperature 100 celsius, time 8 hour. The product is C(#C)C=1C=CC(=C(C#N)C1)N1C=NC(=C1)C (5-Ethynyl-2-(4-methyl-1H-imidazol-1-yl)benzonitrile). The yield is 29.2%. As a reaction SMILES: F[C:2]1[CH:9]=[CH:8][C:5]([CH:6]=O)=[CH:4][C:3]=1[C:10]#[N:11].[CH3:12][C:13]1[N:14]=[CH:15][NH:16][CH:17]=1.[C:18]([O-])([O-])=O.[K+].[K+].[N+](=C(P(=O)(OC)OC)C(=O)C)=[N-]>CN(C=O)C.CCOC(C)=O.CO.C(Cl)Cl>[C:6]([C:5]1[CH:8]=[CH:9][C:2]([N:16]2[CH:17]=[C:13]([CH3:12])[N:14]=[CH:15]2)=[C:3]([CH:4]=1)[C:10]#[N:11])#[CH:18] |f:2.3.4|. Procedure details: A mixture of 4-fluoro-3-cyanobenzaldehyde (3.0 g, 20 mmol) in 20 mL of DMF was treated with 4-methylimidazole (3.0 g, 37 mmol) and warmed to 100° C. Stirred overnight. Diluted with EtOAc, washed with sat'd NaHCO3, dried (Na2SO4), concentrated. Triturated with MeOH and filtered to give a single regioisomer (1.3 g, 6.1 mmol; 31%). Suspended in 20 mL of MeOH, treated with K2CO3 (1.4 g, 10 mmol) and dimethyl (1-diazo-2-oxopropyl)phosphonate (1.4 g, 7.3 mmol) and stirred overnight. Diluted with DCM a... Reactants: O=C(OCc1ccccc1)N1CCC2(CC1)OCCO2, Cl, C1CCOC1. Product: O=C1CCN(C(=O)OCc2ccccc2)CC1. As a reaction SMILES: [CH2:1]([c:2]1[cH:3][cH:4][cH:5][cH:6][cH:7]1)[O:8][C:9](=[O:10])[N:11]1[CH2:12][CH2:13][C:14]2([O:15][CH2:18][CH2:17][O:16]2)[CH2:19][CH2:20]1.[ClH:21].[O:22]1[CH2:23][CH2:24][CH2:25][CH2:26]1>>[CH2:1]([c:2]1[cH:3][cH:4][cH:5][cH:6][cH:7]1)[O:8][C:9](=[O:10])[N:11]1[CH2:12][CH2:13][C:14](=[O:15])[CH2:19][CH2:20]1.